This data is from the Open Reaction Database (ORD), a public repository of structured organic reaction records. The task is: describe an organic reaction: reactants, conditions, products, and yield The reactants are O=Cc1cc(Br)ccc1O, C1CCOC1, CCOCC, CO, CC(C)[Mg+], [Cl-], [Cl-], Cl, [NH4+]. Product: CC(C)C(O)c1cc(Br)ccc1O. As a reaction SMILES: [Br:1][c:2]1[cH:3][cH:4][c:5]([OH:10])[c:6]([CH:7]=[O:8])[cH:9]1.[CH2:24]1[O:25][CH2:26][CH2:27][CH2:28]1.[CH3:19][CH2:20][O:21][CH2:22][CH3:23].[CH3:29][OH:30].[CH:12]([CH3:13])([CH3:14])[Mg+:15].[Cl-:11].[Cl-:16].[ClH:18].[NH4+:17]>>[Br:1][c:2]1[cH:3][cH:4][c:5]([OH:10])[c:6]([CH:7]([OH:8])[CH:12]([CH3:13])[CH3:14])[cH:9]1. The reactants are C(C)(C)(C)OC(=O)N1CCC(CC1)\C=C\C1=CC=C2C(=NN(C2=C1)CC1=CC=C(C=C1)F)C1CCN(CC1)CC(=O)OC(C)(C)C (4-{2-[3-(1-tert-butoxycarbonylmethyl-piperidin-4-yl)-1-(4-fluoro-benzyl)-1H-indazol-6-yl]-(E)-vinyl}-piperidine-1-carboxylic acid tert-butyl ester), Cl (hydrochloric acid). Reaction conditions: time 4 hour. Yields the product Cl.FC1=CC=C(CN2N=C(C3=CC=C(C=C23)\C=C\C2CCNCC2)C2CCN(CC2)CC(=O)O)C=C1 ({4-[1-(4-Fluoro-benzyl)-6-(2-piperidin-4-yl-(E)-vinyl)-1H-indazol-3-yl]-piperidin-1-yl}-acetic acid hydrochloride). Reaction SMILES: C(OC([N:8]1[CH2:13][CH2:12][CH:11](/[CH:14]=[CH:15]/[C:16]2[CH:24]=[C:23]3[C:19]([C:20]([CH:33]4[CH2:38][CH2:37][N:36]([CH2:39][C:40]([O:42]C(C)(C)C)=[O:41])[CH2:35][CH2:34]4)=[N:21][N:22]3[CH2:25][C:26]3[CH:31]=[CH:30][C:29]([F:32])=[CH:28][CH:27]=3)=[CH:18][CH:17]=2)[CH2:10][CH2:9]1)=O)(C)(C)C.[ClH:47]>>[ClH:47].[F:32][C:29]1[CH:28]=[CH:27][C:26]([CH2:25][N:22]2[C:23]3[C:19](=[CH:18][CH:17]=[C:16](/[CH:15]=[CH:14]/[CH:11]4[CH2:10][CH2:9][NH:8][CH2:13][CH2:12]4)[CH:24]=3)[C:20]([CH:33]3[CH2:38][CH2:37][N:36]([CH2:39][C:40]([OH:42])=[O:41])[CH2:35][CH2:34]3)=[N:21]2)=[CH:31][CH:30]=1 |f:2.3|. Procedure: A mixture of 4-{2-[3-(1-tert-butoxycarbonylmethyl-piperidin-4-yl)-1-(4-fluoro-benzyl)-1H-indazol-6-yl]-(E)-vinyl}-piperidine-1-carboxylic acid tert-butyl ester (400 mg, 0.63 mmol) in aqueous 5M hydrochloric acid (80 ml) was stirred at +23° under nitrogen for 4 h. The solution was evaporated in vacuo and the residue triturated with ether to give the title compound as a cream solid (299 mg). The reactants are CC(=O)Nc1ccc(NC(=O)c2cc3cc(F)ccc3n2Cc2cccc(F)c2)cn1, CC(=O)Cl, CO, CCOC(C)=O, [Na+], O=C([O-])O. Product: Nc1ccc(NC(=O)c2cc3cc(F)ccc3n2Cc2cccc(F)c2)cn1. RXN SMILES: [C:1](=[O:2])([CH3:3])[NH:4][c:5]1[cH:6][cH:7][c:8]([NH:11][C:12](=[O:13])[c:14]2[n:15]([CH2:24][c:25]3[cH:26][c:27]([F:31])[cH:28][cH:29][cH:30]3)[c:16]3[cH:17][cH:18][c:19]([F:23])[cH:20][c:21]3[cH:22]2)[cH:9][n:10]1.[CH3:32][C:33](=[O:34])[Cl:35].[CH3:36][OH:37].[CH3:43][CH2:44][O:45][C:46](=[O:47])[CH3:48].[Na+:42].[O-:38][C:39]([OH:40])=[O:41]>>[NH2:4][c:5]1[cH:6][cH:7][c:8]([NH:11][C:12](=[O:13])[c:14]2[n:15]([CH2:24][c:25]3[cH:26][c:27]([F:31])[cH:28][cH:29][cH:30]3)[c:16]3[cH:17][cH:18][c:19]([F:23])[cH:20][c:21]3[cH:22]2)[cH:9][n:10]1. Starting materials: C1(=CC=CC=C1)N1N=C(C=C1CC1CCCCC(N1)=O)C(F)(F)F (hexahydro-7-[[1-phenyl-3-(trifluoromethyl)-1H-pyrazol-5-yl]methyl]-2H-azepin-2-one), F[B-](F)(F)F.C[O+](C)C (trimethyloxonium tetrafluoroborate). Product: COC=1CCCCC(N1)CC1=CC(=NN1C1=CC=CC=C1)C(F)(F)F (3,4,5,6-tetrahydro-7-methoxy-2-[[1-phenyl-3-(trifluoromethyl)-1H-pyrazol-5-yl]methyl]-2H-azepine). Reaction SMILES: [C:1]1([N:7]2[C:11]([CH2:12][CH:13]3[NH:19][C:18](=[O:20])[CH2:17][CH2:16][CH2:15][CH2:14]3)=[CH:10][C:9]([C:21]([F:24])([F:23])[F:22])=[N:8]2)[CH:6]=[CH:5][CH:4]=[CH:3][CH:2]=1.F[B-](F)(F)F.[CH3:30][O+](C)C>>[CH3:30][O:20][C:18]1[CH2:17][CH2:16][CH2:15][CH2:14][CH:13]([CH2:12][C:11]2[N:7]([C:1]3[CH:6]=[CH:5][CH:4]=[CH:3][CH:2]=3)[N:8]=[C:9]([C:21]([F:23])([F:22])[F:24])[CH:10]=2)[N:19]=1 |f:1.2|. Procedure: The title material of Example 137 is reacted with trimethyloxonium tetrafluoroborate by the method of Example 3 to generate the title compound. The reactants are O (Water), C(C1=CC=CC=C1)OC=1C(=NC(=C2C=CC=NC12)Br)C(=O)OC (Methyl 8-(benzyloxy)-5-bromo-1,6-naphthyridine-7-carboxylate), NCCCCCCNC(OC(C)(C)C)=O (tert-Butyl 6-aminohexylcarbamate), CCN(C(C)C)C(C)C (DIPEA). The solvent is C(C)(=O)OCC (ethyl acetate), CC(=O)N(C)C (DMA). Conditions: time 5 minute. Product: C(C1=CC=CC=C1)OC=1C(=NC(=C2C=CC=NC12)NCCCCCCNC(=O)OC(C)(C)C)C(=O)OC (Methyl 8-(benzyloxy)-5-(6-(tert-butoxycarbonylamino)hexylamino)-1,6-naphthyridine-7-carboxylate). Reaction SMILES: [CH2:1]([O:8][C:9]1[C:10]([C:20]([O:22][CH3:23])=[O:21])=[N:11][C:12](Br)=[C:13]2[C:18]=1[N:17]=[CH:16][CH:15]=[CH:14]2)[C:2]1[CH:7]=[CH:6][CH:5]=[CH:4][CH:3]=1.CCN(C(C)C)C(C)C.[NH2:33][CH2:34][CH2:35][CH2:36][CH2:37][CH2:38][CH2:39][NH:40][C:41](=[O:47])[O:42][C:43]([CH3:46])([CH3:45])[CH3:44].O>CC(N(C)C)=O.C(OCC)(=O)C>[CH2:1]([O:8][C:9]1[C:10]([C:20]([O:22][CH3:23])=[O:21])=[N:11][C:12]([NH:33][CH2:34][CH2:35][CH2:36][CH2:37][CH2:38][CH2:39][NH:40][C:41]([O:42][C:43]([CH3:46])([CH3:45])[CH3:44])=[O:47])=[C:13]2[C:18]=1[N:17]=[CH:16][CH:15]=[CH:14]2)[C:2]1[CH:7]=[CH:6][CH:5]=[CH:4][CH:3]=1. Reported procedure: Methyl 8-(benzyloxy)-5-bromo-1,6-naphthyridine-7-carboxylate (Example 1; 5.50 g; 14.7 mmol) was dissolved in DMA (300 ml). DIPEA (5.14 ml; 29.5 mmol) was added at room temperature. The reaction mixture was stirred for 5 min at room temperature. tert-Butyl 6-aminohexylcarbamate (4.95 ml; 22.1 mmol) was added and the reaction mixture was stirred at 100° C. for 12 hours. The reaction mixture was cooled. Water and ethyl acetate were added. The organic layer was separated and washed with water (×2) a...